Dataset: the Open Reaction Database (ORD), a public repository of structured organic reaction records. Task: describe an organic reaction: reactants, conditions, products, and yield Conditions: time 10 hour. Run in N1=CC=CC=C1 (pyridine), C(Cl)Cl (methylene chloride). The product is C(C)(=O)OCC1=NN=C2N1C1=C(N(C(C2)=O)C2=CC=CC=C2)C=C(C=C1)Cl (1-(Acetoxymethyl)-8-chloro-6-phenyl-4H-s-triazolo[4,3-a][1,5]benzodiazepin-5-one). Procedure: 3.4 g of 1-(hydroxymethyl)-8-chloro-6-phenyl-4H-s-triazolo[4,3-a][1,5]benzodiazepin-5-one and 1.0 g of acetic anhydride in 10 ml of pyridine are warmed in a steam bath for 0.2 hour and stirred at room temperature for 10 hours. The reaction mixture is cooled, diluted with 100 ml methylene chloride and washed with 100 ml water containing 0.84 g sodium bicarbonate. The organic phase is washed four times with water, dried and evaporated. The residue is triturated with a minimum amount of ether and t... Reactants: OCC1=NN=C2N1C1=C(N(C(C2)=O)C2=CC=CC=C2)C=C(C=C1)Cl (1-(hydroxymethyl)-8-chloro-6-phenyl-4H-s-triazolo[4,3-a][1,5]benzodiazepin-5-one), C(C)(=O)OC(C)=O (acetic anhydride). As a reaction SMILES: [OH:1][CH2:2][C:3]1[N:7]2[C:8]3[CH:23]=[CH:22][C:21]([Cl:24])=[CH:20][C:9]=3[N:10]([C:14]3[CH:19]=[CH:18][CH:17]=[CH:16][CH:15]=3)[C:11](=[O:13])[CH2:12][C:6]2=[N:5][N:4]=1.[C:25](OC(=O)C)(=[O:27])[CH3:26]>N1C=CC=CC=1.C(Cl)Cl>[C:25]([O:1][CH2:2][C:3]1[N:7]2[C:8]3[CH:23]=[CH:22][C:21]([Cl:24])=[CH:20][C:9]=3[N:10]([C:14]3[CH:19]=[CH:18][CH:17]=[CH:16][CH:15]=3)[C:11](=[O:13])[CH2:12][C:6]2=[N:5][N:4]=1)(=[O:27])[CH3:26]. The reactants are CCOC(=O)c1cc2c(nc1C)CCCCC2, CC(=O)OC(C)=O, O=Cc1ccccc1, [Cl-], [Cl-], [Zn+2]. Yields the product CCOC(=O)c1cc2c(nc1C)C(=Cc1ccccc1)CCCC2. RXN SMILES: [CH3:1][c:2]1[c:3]([C:13](=[O:14])[O:15][CH2:16][CH3:17])[cH:4][c:5]2[c:6]([n:7]1)[CH2:8][CH2:9][CH2:10][CH2:11][CH2:12]2.[CH3:26][C:27]([O:28][C:29](=[O:30])[CH3:31])=[O:32].[CH:18](=[O:19])[c:20]1[cH:21][cH:22][cH:23][cH:24][cH:25]1.[Cl-:33].[Cl-:35].[Zn+2:34]>>[CH3:1][c:2]1[c:3]([C:13](=[O:14])[O:15][CH2:16][CH3:17])[cH:4][c:5]2[c:6]([n:7]1)[C:8](=[CH:18][c:20]1[cH:21][cH:22][cH:23][cH:24][cH:25]1)[CH2:9][CH2:10][CH2:11][CH2:12]2. Starting materials: C[O-].[Na+] (sodium methylate), C1(=CC=CC=C1)S (thiophenol), Cl.ClCCOC1=C(C=CC(=C1)OC)C=1NC=2C(=NC=CC2)N1 (2-[2-(2-chloroethoxy)-4-methoxyphenyl]imidazo[4,5-b]pyridine hydrochloride). The solvent is CO (methanol). The product is C1(=CC=CC=C1)SCCOC1=C(C=CC(=C1)OC)C=1NC=2C(=NC=CC2)N1 (2-[2-(2-Phenylthio-ethoxy)-4-methoxyphenyl]-imidazo[4,5-b]pyridine). RXN SMILES: C[O-].[Na+].[C:4]1([SH:10])[CH:9]=[CH:8][CH:7]=[CH:6][CH:5]=1.Cl.Cl[CH2:13][CH2:14][O:15][C:16]1[CH:21]=[C:20]([O:22][CH3:23])[CH:19]=[CH:18][C:17]=1[C:24]1[NH:25][C:26]2[C:27]([N:32]=1)=[N:28][CH:29]=[CH:30][CH:31]=2>CO>[C:4]1([S:10][CH2:13][CH2:14][O:15][C:16]2[CH:21]=[C:20]([O:22][CH3:23])[CH:19]=[CH:18][C:17]=2[C:24]2[NH:25][C:26]3[C:27]([N:32]=2)=[N:28][CH:29]=[CH:30][CH:31]=3)[CH:9]=[CH:8][CH:7]=[CH:6][CH:5]=1 |f:0.1,3.4|. Reported procedure: A solution of 2.0 gm (0.036 mol) of sodium methylate in 50 ml of absolute methanol was admixed with 1.85 ml (0.018 mol) of thiophenol and 4.6 gm (0.015 mol) of 2-[2-(2-chloroethoxy)-4-methoxyphenyl]imidazo[4,5-b]pyridine hydrochloride. After refluxing for 4 hours, the reaction mixture was evaporated in vacuo, the residue was dissolved in water/methylene chloride, and the organic phase was separated and dried over magnesium sulfate. A pre-purification was carried out on 50 gm of silicagel with me... Starting materials: NCC(=O)OCC (ethyl 2-aminoacetate), N(=O)[O-].[Na+] (NaNO2), Cl (HCl). The solvent is O (water), O (water). The product is Cl\C(\C(=O)OCC)=N/O ((Z)-ethyl 2-chloro-2-(hydroxyimino)acetate). Isolated yield 42.1%. As a reaction SMILES: N[CH2:2][C:3]([O:5][CH2:6][CH3:7])=[O:4].[N:8]([O-:10])=O.[Na+].[ClH:12]>O>[Cl:12]/[C:2](=[N:8]\[OH:10])/[C:3]([O:5][CH2:6][CH3:7])=[O:4] |f:1.2|. Reported procedure: To a solution of compound ethyl 2-aminoacetate (30.0 g, 0.24 mol) in water (50 mL) and 36% HCl (36 mL) was added dropwise a solution of NaNO2 in water (100 mL) at −5° C. The reaction mixture was extracted with ethyl acetate. The organic layer was dried over MgSO4, filtered and concentrated to give compound N.3, (Z)-ethyl 2-chloro-2-(hydroxyimino)acetate (17.4 g, 42.1%). 1H NMR (DMSO-d6) S13.41 (s, 1H), 4.25 (q, 2H), 1.24 (t, 3H). Starting materials: C(C)(=O)[O-].[Na+] (Sodium acetate), BrCCNC(=CC(=O)OC)CC(=O)OC (dimethyl 3-(2-bromoethylamino)-2-pentenedioate). Isolated yield 72.7%. Yields the product BrCCN1C(=C(C=C1)C(=O)OC)CC(=O)OC (methyl N-(2-bromoethyl)-3-methoxycarbonyl-2-pyrroleacetate). Reported procedure: Sodium acetate (41.0 g, 500 mmol) was added to the 2-bromoacetaaldehyde solution, and stirred for 5 minutes, at which point the solution had a pH of 6. The flask was placed in a cool tap water bath and dimethyl 3-(2-bromoethylamino)-2-pentenedioate (20.0 g, 71 mmol) was added, followed by isopropanol (40 mL), and the solution was stirred at room temperature (25° C.). Within about 35 minutes, all the solids had dissolved, and a precipitate started forming within 90 minutes. Stirring was continued... Conditions: temperature 0 celsius, time 5 minute. Reaction SMILES: [C:1]([O-])(=O)[CH3:2].[Na+].[Br:6][CH2:7][CH2:8][NH:9][C:10]([CH2:16][C:17]([O:19][CH3:20])=[O:18])=[CH:11][C:12]([O:14][CH3:15])=[O:13]>C(O)(C)C>[Br:6][CH2:7][CH2:8][N:9]1[CH:2]=[CH:1][C:11]([C:12]([O:14][CH3:15])=[O:13])=[C:10]1[CH2:16][C:17]([O:19][CH3:20])=[O:18] |f:0.1|. Run in C(C)(C)O (isopropanol). Product: Cl.C(C)N(CCOC1=CC=C(C(=O)Cl)C=C1)CC (4-(2-diethylaminoethoxy)benzoyl chloride hydrochloride). The reactants are Cl.C(C)N(CCOC1=CC=C(C(=O)O)C=C1)CC (4-(2-Diethylaminoethoxy)benzoic acid hydrochloride), S(=O)(Cl)Cl (thionyl chloride). As a reaction SMILES: [ClH:1].[CH2:2]([N:4]([CH2:17][CH3:18])[CH2:5][CH2:6][O:7][C:8]1[CH:16]=[CH:15][C:11]([C:12](O)=[O:13])=[CH:10][CH:9]=1)[CH3:3].S(Cl)([Cl:21])=O>C(Cl)Cl>[ClH:21].[CH2:2]([N:4]([CH2:17][CH3:18])[CH2:5][CH2:6][O:7][C:8]1[CH:16]=[CH:15][C:11]([C:12]([Cl:1])=[O:13])=[CH:10][CH:9]=1)[CH3:3] |f:0.1,4.5|. Procedure: 4-(2-Diethylaminoethoxy)benzoic acid hydrochloride is suspended in methylene chloride and a five-fold excess of thionyl chloride is added. The mixture is refluxed until the solid dissolves, then concentrated under reduced pressure to give 4-(2-diethylaminoethoxy)benzoyl chloride hydrochloride. Run in C(Cl)Cl (methylene chloride). The reactants are Cl (hydrochloric acid), ClC=1C(=NC=C(C1)C(F)(F)F)C1(CC1)C(=O)OC (methyl 1-[3-chloro-5-(trifluoromethyl)-2-pyridyl]cyclopropanecarboxylate), [Cl-].[NH4+] (ammonium chloride), [H-].C(C)(C)[Al+]C(C)C (diisopropylaluminium hydride). The solvent is C1(=CC=CC=C1)C (toluene). Reaction conditions: temperature -78 celsius, time 45 minute. Product: ClC=1C(=NC=C(C1)C(F)(F)F)C1(CC1)CO ([1-[3-chloro-5-(trifluoromethyl)-2-pyridyl]cyclopropyl]methanol). Isolated yield 87.3%. As a reaction SMILES: [Cl:1][C:2]1[C:3]([C:12]2([C:15](OC)=[O:16])[CH2:14][CH2:13]2)=[N:4][CH:5]=[C:6]([C:8]([F:11])([F:10])[F:9])[CH:7]=1.[H-].C([Al+]C(C)C)(C)C.[Cl-].[NH4+].Cl>C1(C)C=CC=CC=1>[Cl:1][C:2]1[C:3]([C:12]2([CH2:15][OH:16])[CH2:14][CH2:13]2)=[N:4][CH:5]=[C:6]([C:8]([F:11])([F:9])[F:10])[CH:7]=1 |f:1.2,3.4|. Procedure: 280 mg of methyl 1-[3-chloro-5-(trifluoromethyl)-2-pyridyl]cyclopropanecarboxylate (step 1) was dissolved in 5 ml of dry toluene and the solution was cooled to −78° C. under argon. 2 ml of diisopropylaluminium hydride (1.2 N in toluene) was slowly added and the solution was allowed to warm up to ambient temperature. The mixture was stirred 45 min, then cooled to 0° C. and a saturated solution of ammonium chloride was added followed by 1N hydrochloric acid. The mixture was extracted with diethyl ... Reactants: FC1=C(CBr)C=CC=C1 (2-fluorobenzylbromide), NC=1SC2=C(N=C(N=C2N[C@@H](CO)C)S)N1 (2-[(2-amino-5-mercaptothiazolo[4,5-d]pyrimidin-7-yl)amino]-(2R)-1-propanol), C(C)(C)N(CC)C(C)C (diisopropylethylamine). The solvent is CS(=O)C.CN1C(CCC1)=O (DMSO N-methylpyrrolidinone). The product is NC=1SC2=C(N=C(N=C2N[C@@H](CO)C)SCC2=C(C=CC=C2)F)N1 (2-[[2-amino-5-[[(2-fluorophenyl)methyl]thio]thiazolo[4,5-d]pyrimidin-7-yl]amino]-(2R)-1-propanol). Yield: 35.0%. RXN SMILES: [F:1][C:2]1[CH:9]=[CH:8][CH:7]=[CH:6][C:3]=1[CH2:4]Br.[NH2:10][C:11]1[S:12][C:13]2[C:18]([NH:19][C@H:20]([CH3:23])[CH2:21][OH:22])=[N:17][C:16]([SH:24])=[N:15][C:14]=2[N:25]=1.C(N(C(C)C)CC)(C)C>CS(C)=O.CN1CCCC1=O>[NH2:10][C:11]1[S:12][C:13]2[C:18]([NH:19][C@H:20]([CH3:23])[CH2:21][OH:22])=[N:17][C:16]([S:24][CH2:4][C:3]3[CH:6]=[CH:7][CH:8]=[CH:9][C:2]=3[F:1])=[N:15][C:14]=2[N:25]=1 |f:3.4|. Reported procedure: 2-fluorobenzylbromide (0.369 g) was added portionwise to a solution of the product of example 32 step b) (0.5 g) and diisopropylethylamine (0.26 g) in DMSO/N-methylpyrrolidinone (4 ml/0.5 ml) at 50° C. and stirring maintained for 1 h. The mixture was partitioned between H2O (200 ml) and EtOAc (120 ml). The organics were recovered and washed flier with H2O (200 ml), dried over MgSO4 and concentrated onto silica gel. The subtitle compound was purified by flash chromatography using DCM then EtOAc a... Starting materials: FC(C=1C=CC(=NC1)OCCCON1C(C=2C(C1=O)=CC=CC2)=O)(F)F (N-(3-(5-trifluoromethyl-2-pyridyloxy)propyloxy)phthalimide), C(Cl)(Cl)Cl (chloroform), O.NN (hydrazine hydrate), C(C)(C)O (isopropyl alcohol). Run in CCCCCC (hexane), CCCCCC (hexane), CCCCCC (hexane). Conditions: time 3 hour. Yields the product FC(C=1C=CC(=NC1)OCCCON)(F)F (O-(3-(5-trifluoromethyl-2-pyridyloxy)propyl)hydroxylamine). Isolated yield 84.8%. Reaction SMILES: [F:1][C:2]([F:26])([F:25])[C:3]1[CH:4]=[CH:5][C:6]([O:9][CH2:10][CH2:11][CH2:12][O:13][N:14]2C(=O)C3=CC=CC=C3C2=O)=[N:7][CH:8]=1.C(Cl)(Cl)Cl.O.NN.C(O)(C)C>CCCCCC>[F:25][C:2]([F:1])([F:26])[C:3]1[CH:4]=[CH:5][C:6]([O:9][CH2:10][CH2:11][CH2:12][O:13][NH2:14])=[N:7][CH:8]=1 |f:2.3|. Procedure: To a mixture of 12.8 g of N-(3-(5-trifluoromethyl-2-pyridyloxy)propyloxy)phthalimide and 150 ml of chloroform was slowly added dropwise a mixture of 1.74 g of hydrazine hydrate and 1.5 ml of isopropyl alcohol at room temperature. After stirring for 3 hours with heating under reflux, the reaction mixture was returned to room temperature, in which 150 ml of hexane was poured. The reaction mixture was filtered through Celite, and the filtrate was concentrated to give a residue, in which 100 ml of h...